This data is from the Open Reaction Database (ORD), a public repository of structured organic reaction records. The task is: describe an organic reaction: reactants, conditions, products, and yield The reactants are COC(=O)c1cccc(F)c1, O, O=[N+]([O-])O, O=S(=O)(O)O. Yields the product COC(=O)c1cccc(F)c1[N+](=O)[O-]. As a reaction SMILES: [F:1][c:2]1[cH:3][c:4]([C:5](=[O:6])[O:7][CH3:8])[cH:9][cH:10][cH:11]1.[OH2:16].[OH:12][N+:13]([O-:14])=[O:15].[S:17](=[O:18])(=[O:19])([OH:20])[OH:21]>>[F:1][c:2]1[c:3]([N+:13](=[O:12])[O-:14])[c:4]([C:5](=[O:6])[O:7][CH3:8])[cH:9][cH:10][cH:11]1. The reactants are CC(C)(C)OC(=O)N1CCC(n2cc(-c3cnc(N)c(B4OC(C)(C)C(C)(C)O4)c3)cn2)CC1, CC(=O)[O-], ClCCl, Fc1cccc2c1CCNC2, c1ccncc1. Product: CC(C)(C)OC(=O)N1CCC(n2cc(-c3cnc(N)c(N4CCc5c(F)cccc5C4)c3)cn2)CC1. Reaction SMILES: [C:1]([CH3:2])([CH3:3])([CH3:4])[O:5][C:6](=[O:7])[N:8]1[CH2:9][CH2:10][CH:11]([n:14]2[n:15][cH:16][c:17](-[c:19]3[cH:20][n:21][c:22]([NH2:34])[c:23]([B:25]4[O:26][C:27]([CH3:28])([CH3:29])[C:30]([CH3:31])([CH3:32])[O:33]4)[cH:24]3)[cH:18]2)[CH2:12][CH2:13]1.[CH3:46][C:47](=[O:48])[O-:49].[Cl:56][CH2:57][Cl:58].[F:35][c:36]1[c:37]2[c:42]([cH:43][cH:44][cH:45]1)[CH2:41][NH:40][CH2:39][CH2:38]2.[cH:50]1[cH:51][cH:52][n:53][cH:54][cH:55]1>>[C:1]([CH3:2])([CH3:3])([CH3:4])[O:5][C:6](=[O:7])[N:8]1[CH2:9][CH2:10][CH:11]([n:14]2[n:15][cH:16][c:17](-[c:19]3[cH:20][n:21][c:22]([NH2:34])[c:23]([N:40]4[CH2:39][CH2:38][c:37]5[c:36]([F:35])[cH:45][cH:44][cH:43][c:42]5[CH2:41]4)[cH:24]3)[cH:18]2)[CH2:12][CH2:13]1. Starting materials: four, [Li]CCCC (n-BuLi), CCCCCC (hexane), BrC1=CC(=CC(=C1)OC(C(F)F)(F)F)F (1-bromo-3-fluoro-5-(1,1,2,2-tetrafluoroethoxy)benzene), FC1=C(C=C(C(=O)N(C)OC)C=C1)OC(C)C (4-fluoro-3-isopropoxy-N-methoxy-N-methylbenzamide). Solvent: C1CCOC1 (THF). Conditions: temperature -76 celsius, time 1.5 hour. Yields the product FC1=C(C=C(C=C1)C(=O)C1=CC(=CC(=C1)OC(C(F)F)(F)F)F)OC(C)C ((4-fluoro-3-isopropoxyphenyl)(3-fluoro-5-(1,1,2,2-tetrafluoroethoxy)phenyl)methanone). RXN SMILES: Br[C:2]1[CH:7]=[C:6]([O:8][C:9]([F:14])([F:13])[CH:10]([F:12])[F:11])[CH:5]=[C:4]([F:15])[CH:3]=1.[F:16][C:17]1[CH:28]=[CH:27][C:20]([C:21](N(OC)C)=[O:22])=[CH:19][C:18]=1[O:29][CH:30]([CH3:32])[CH3:31].[Li]CCCC.CCCCCC>C1COCC1>[F:16][C:17]1[CH:28]=[CH:27][C:20]([C:21]([C:2]2[CH:7]=[C:6]([O:8][C:9]([F:14])([F:13])[CH:10]([F:12])[F:11])[CH:5]=[C:4]([F:15])[CH:3]=2)=[O:22])=[CH:19][C:18]=1[O:29][CH:30]([CH3:32])[CH3:31]. Reported procedure: A 3-liter four neck round-bottomed flask (flame dried) was charged 1-bromo-3-fluoro-5-(1,1,2,2-tetrafluoroethoxy)benzene (72.88 g, 0.25 mol), 4-fluoro-3-isopropoxy-N-methoxy-N-methylbenzamide (60.39 g, 0.25 mol) and dry THF (700 mL) under N2. The solution was cooled to −76° C., and a solution of n-BuLi in hexane (2.5M, 100 mL, 0.25 mol) was drop-wise maintaining the reaction mixture temperature below −70° C. over a period of 40 min. The reaction mixture was stirred at −76° C. for 1.5 h then quen... The reactants are C(C1=CC=CC=C1)NC[C@H]1COC=2C(=C3CC(NC3=CC2)=O)O1 ((2S)-2-[(benzylamino)methyl]-2,3,8,9-tetrahydro-7H-[1,4]dioxino[2,3-e]indol-8-one), C(\C=C\C(=O)O)(=O)O (fumaric acid). The solvent is CCO (EtOH). Reaction conditions: temperature 70 celsius, time 30 minute. The product is C(\C=C\C(=O)O)(=O)O.C(C1=CC=CC=C1)NC[C@H]1COC=2C(=C3CC(NC3=CC2)=O)O1 ((2S)-2-[(benzylamino)methyl]-2,3,8,9-tetrahydro-7H-[1,4]dioxino[2,3-e]indol-8-one (2E)-but-2-enedioate). The yield is 60.8%. Reaction SMILES: [CH2:1]([NH:8][CH2:9][C@@H:10]1[O:23][C:14]2=[C:15]3[C:19](=[CH:20][CH:21]=[C:13]2[O:12][CH2:11]1)[NH:18][C:17](=[O:22])[CH2:16]3)[C:2]1[CH:7]=[CH:6][CH:5]=[CH:4][CH:3]=1.[C:24]([OH:31])(=[O:30])/[CH:25]=[CH:26]/[C:27]([OH:29])=[O:28]>CCO>[C:24]([OH:31])(=[O:30])/[CH:25]=[CH:26]/[C:27]([OH:29])=[O:28].[CH2:1]([NH:8][CH2:9][C@@H:10]1[O:23][C:14]2=[C:15]3[C:19](=[CH:20][CH:21]=[C:13]2[O:12][CH2:11]1)[NH:18][C:17](=[O:22])[CH2:16]3)[C:2]1[CH:3]=[CH:4][CH:5]=[CH:6][CH:7]=1 |f:3.4|. Procedure: Crude (2S)-2-[(benzylamino)methyl]-2,3,8,9-tetrahydro-7H-[1,4]dioxino[2,3-e]indol-8-one (0.85 g, 2.7 mmol) is dissolved in EtOH (18 mL) and heated to 70° C. Solid fumaric acid (0.31 g, 2.7 mmol) is added in one portion to the hot solution, and the heat is turned off. Once the solution is at 55° C., seed crystals are introduced and the mixture is allowed to continue cooling to rt over 1.5 h. The slurry is further cooled to 5° C. by immersion in an ice water bath held at this temperature for 30 mi... The reactants are CC(=O)c1ccccc1, CC(=O)c1cc([N+](=O)[O-])cc(Cl)c1Cl, Sc1nc2cc(Cl)ccc2s1, [H-], [Na+], CN(C)C=O. The product is CC(=O)c1cc([N+](=O)[O-])cc(Cl)c1Sc1nc2cc(Cl)ccc2s1. RXN SMILES: [CH3:28][C:29]([c:30]1[cH:31][cH:32][cH:33][cH:34][cH:35]1)=[O:36].[Cl:14][c:15]1[c:16]([C:25]([CH3:26])=[O:27])[cH:17][c:18]([N+:22](=[O:23])[O-:24])[cH:19][c:20]1[Cl:21].[Cl:1][c:2]1[cH:3][cH:4][c:5]2[c:6]([n:7][c:8]([SH:10])[s:9]2)[cH:11]1.[H-:13].[Na+:12].[O:37]=[CH:38][N:39]([CH3:40])[CH3:41]>>[Cl:1][c:2]1[cH:3][cH:4][c:5]2[c:6]([n:7][c:8]([S:10][c:15]3[c:16]([C:25]([CH3:26])=[O:27])[cH:17][c:18]([N+:22](=[O:23])[O-:24])[cH:19][c:20]3[Cl:21])[s:9]2)[cH:11]1. Reactants: COC(=O)C=1C(=CC=C(C1)C(N)=S)C1=C(C=CC=C1)[N+](=O)[O-] (2′-nitro-4-thiocarbamoyl-biphenyl-2-carboxylic acid methyl ester), COC(=O)C=1C(=CC=C(C1)C(N)=S)C1=C(C=CC=C1)[N+](=O)[O-] (2′-nitro-4-thiocarbamoyl-biphenyl-2-carboxylic acid methyl ester), FC=1C=C(C(CBr)=O)C=CC1F (3,4-difluorophenacyl bromide). Product: FC=1C=C(C=CC1F)C=1N=C(SC1)C=1C=C(C(=CC1)C1=C(C=CC=C1)[N+](=O)[O-])C(=O)O (4-[4-(3,4-Difluoro-phenyl)-thiazol-2-yl]-2′-nitro-biphenyl-2-carboxylic acid). Yield: 41.0%. Reaction SMILES: C[O:2][C:3]([C:5]1[C:6]([C:14]2[CH:19]=[CH:18][CH:17]=[CH:16][C:15]=2[N+:20]([O-:22])=[O:21])=[CH:7][CH:8]=[C:9]([C:11](=[S:13])[NH2:12])[CH:10]=1)=[O:4].[F:23][C:24]1[CH:25]=[C:26]([CH:31]=[CH:32][C:33]=1[F:34])[C:27](=O)[CH2:28]Br>>[F:23][C:24]1[CH:25]=[C:26]([C:27]2[N:12]=[C:11]([C:9]3[CH:10]=[C:5]([C:3]([OH:2])=[O:4])[C:6]([C:14]4[CH:19]=[CH:18][CH:17]=[CH:16][C:15]=4[N+:20]([O-:22])=[O:21])=[CH:7][CH:8]=3)[S:13][CH:28]=2)[CH:31]=[CH:32][C:33]=1[F:34]. Reported procedure: 4-[4-(3,4-Difluoro-phenyl)-thiazol-2-yl]-2′-nitro-biphenyl-2-carboxylic acid (114 mg, 41%) was prepared from 2′-nitro-4-thiocarbamoyl-biphenyl-2-carboxylic acid methyl ester (which may be prepared as described for Intermediate 4) and 3,4-difluorophenacyl bromide (available from Matrix Scientific) using the procedure described for the preparation of Example 18. 1H NMR (300 MHz, DMSO-d6) δ 8.56 (d, J=1.7 Hz, 1H), 8.36 (s, 1H), 8.10-8.24 (m, 3H), 7.95-7.99 (m, 1H), 7.75-7.80 (m, 1H), 7.53-7.67 (m, ... Starting materials: C(C1=CC=CC=C1)(=O)OC1=CC=C(C=C1)OC1=CC=C(C=C1)I (p-(p-iodophenoxy)phenyl benzoate), [OH-].[Na+] (sodium hydroxide). Solvent: C(C)O (ethanol). Yields the product IC1=CC=C(OC2=CC=C(C=C2)O)C=C1 (p-(p-iodophenoxy)phenol). The yield is 89.3%. As a reaction SMILES: C([O:9][C:10]1[CH:15]=[CH:14][C:13]([O:16][C:17]2[CH:22]=[CH:21][C:20]([I:23])=[CH:19][CH:18]=2)=[CH:12][CH:11]=1)(=O)C1C=CC=CC=1.[OH-].[Na+]>C(O)C>[I:23][C:20]1[CH:21]=[CH:22][C:17]([O:16][C:13]2[CH:14]=[CH:15][C:10]([OH:9])=[CH:11][CH:12]=2)=[CH:18][CH:19]=1 |f:1.2|. Procedure: 300 g of p-(p-iodophenoxy)phenyl benzoate are suspended in 2800 ml of 96% ethanol, treated with 700 g of 20% sodium hydroxide solution and heated on a boiling water-bath for 90 minutes. Subsequently, the alcohol is distilled off as an azeotropic mixture and the residue is treated with 1500 ml of deionized water. After the addition of 380 ml of concentrated hydrochloric acid, the mixture is extracted three times with 1500 ml of dichloromethane each time. The dichloromethane extract is washed twic... Starting materials: 3S, C(C1=CC=CC=C1)OC(=O)NC1(C(N(CCC1)N)=O)P(=O)NC(C1=CC=CC=C1)=O (3-benzyloxycarbonylamino-1-amino(benzoylamino)phosphinyl-2-piperidone). The reagents and catalysts are [Pd] (Palladium black). The solvent is C(C)O (ethanol). Reaction conditions: time 24 hour. The product is NC1(C(N(CCC1)N)=O)P(=O)NC(C1=CC=CC=C1)=O (3-amino-1-amino(benzoylamino)phosphinyl-2-piperidone). RXN SMILES: C(OC([NH:11][C:12]1([PH:20]([NH:22][C:23](=[O:30])[C:24]2[CH:29]=[CH:28][CH:27]=[CH:26][CH:25]=2)=[O:21])[CH2:17][CH2:16][CH2:15][N:14]([NH2:18])[C:13]1=[O:19])=O)C1C=CC=CC=1>C(O)C.[Pd]>[NH2:11][C:12]1([PH:20]([NH:22][C:23](=[O:30])[C:24]2[CH:29]=[CH:28][CH:27]=[CH:26][CH:25]=2)=[O:21])[CH2:17][CH2:16][CH2:15][N:14]([NH2:18])[C:13]1=[O:19]. Procedure details: Palladium black (12.1 mg) was added to a solution of (3S, P (RS))-3-benzyloxycarbonylamino-1-amino(benzoylamino)phosphinyl-2-piperidone (60.5 mg, 0.14 mmol) in ethanol (10 mL), and the resulting mixture was stirred at room temperature for 24 hours under a hydrogen atmosphere. Starting materials: ClC1=CC(=NC=N1)NC1=CC=C(C=C1)OC (6-chloro-N-(4-methoxyphenyl)pyrimidine-4-amine), COCCN (2-methoxyethanamine), CCN(C(C)C)C(C)C (DIPEA). Solvent: Cl (hydrochloride), CCCCO (n-BuOH). Conditions: temperature 200 celsius. Yields the product COCCNC1=NC=NC(=C1)NC1=CC=C(C=C1)OC (N4-(2-Methoxyethyl)-N6-(4-methoxyphenyl)pyrimidine-4,6-diamine). Isolated yield 71.0%. Reaction SMILES: Cl[C:2]1[N:7]=[CH:6][N:5]=[C:4]([NH:8][C:9]2[CH:14]=[CH:13][C:12]([O:15][CH3:16])=[CH:11][CH:10]=2)[CH:3]=1.[CH3:17][O:18][CH2:19][CH2:20][NH2:21].CCN(C(C)C)C(C)C>Cl.CCCCO>[CH3:17][O:18][CH2:19][CH2:20][NH:21][C:2]1[CH:3]=[C:4]([NH:8][C:9]2[CH:14]=[CH:13][C:12]([O:15][CH3:16])=[CH:11][CH:10]=2)[N:5]=[CH:6][N:7]=1. Reported procedure: 75 mg of 6-chloro-N-(4-methoxyphenyl)pyrimidine-4-amine in the form of a hydrochloride, 23 mg of 2-methoxyethanamine and 90 mg of DIPEA were dissolved in 1 mL of n-BuOH and charged into a microwave vial and the vial obtained was heated to 200° C. for 45 minutes under microwave irradiation. The reaction was monitored by TLC. The crude product was obtained by evaporating n-BuOH. Purification was carried out by column chromatography using EtOAc:EtOH:NEt3=10:1:0.5 solvent mixture. N4-(2-Methoxyethyl...